This data is from the Open Reaction Database (ORD), a public repository of structured organic reaction records. The task is: describe an organic reaction: reactants, conditions, products, and yield Starting materials: C1CCOC1, COC(=O)c1ccc(NC(=O)NCCCl)cc1, [H-], [Na+]. Product: COC(=O)c1ccc(N2CCNC2=O)cc1. Reaction SMILES: [CH2:20]1[O:21][CH2:22][CH2:23][CH2:24]1.[CH3:3][O:4][C:5]([c:6]1[cH:7][cH:8][c:9]([NH:12][C:13](=[O:14])[NH:15][CH2:16][CH2:17][Cl:18])[cH:10][cH:11]1)=[O:19].[H-:2].[Na+:1]>>[CH3:3][O:4][C:5]([c:6]1[cH:7][cH:8][c:9]([N:12]2[C:13](=[O:14])[NH:15][CH2:16][CH2:17]2)[cH:10][cH:11]1)=[O:19]. Starting materials: CO, N#Cc1cc(F)c(Nc2cc(C3CC3)[nH]n2)nc1NC(CO)c1ccc(F)cc1, Cl. Yields the product NCc1cc(F)c(Nc2cc(C3CC3)[nH]n2)nc1NC(CO)c1ccc(F)cc1. As a reaction SMILES: [CH3:31][OH:32].[CH:1]1([c:4]2[cH:5][c:6]([NH:9][c:10]3[n:11][c:12]([NH:19][CH:20]([CH2:21][OH:22])[c:23]4[cH:24][cH:25][c:26]([F:29])[cH:27][cH:28]4)[c:13]([C:14]#[N:15])[cH:16][c:17]3[F:18])[n:7][nH:8]2)[CH2:2][CH2:3]1.[ClH:30]>>[CH:1]1([c:4]2[cH:5][c:6]([NH:9][c:10]3[n:11][c:12]([NH:19][CH:20]([CH2:21][OH:22])[c:23]4[cH:24][cH:25][c:26]([F:29])[cH:27][cH:28]4)[c:13]([CH2:14][NH2:15])[cH:16][c:17]3[F:18])[n:7][nH:8]2)[CH2:2][CH2:3]1. Starting materials: COC(=O)C(Cc1ccc(Cl)c(Cl)c1)NC(=O)c1ccc(I)cc1N, O=S(=O)(Cl)c1cccc2nsnc12, ClCCl, NCCN(CCN)CCN, c1ccncc1. Product: COC(=O)C(Cc1ccc(Cl)c(Cl)c1)NC(=O)c1ccc(I)cc1NS(=O)(=O)c1cccc2nsnc12. Reaction SMILES: [CH3:1][O:2][C:3]([CH:4]([CH2:5][c:6]1[cH:7][c:8]([Cl:13])[c:9]([Cl:12])[cH:10][cH:11]1)[NH:14][C:15]([c:16]1[c:17]([NH2:23])[cH:18][c:19]([I:22])[cH:20][cH:21]1)=[O:24])=[O:25].[Cl:26][S:27](=[O:28])(=[O:29])[c:30]1[cH:31][cH:32][cH:33][c:34]2[n:35][s:36][n:37][c:38]12.[Cl:55][CH2:56][Cl:57].[NH2:45][CH2:46][CH2:47][N:48]([CH2:49][CH2:50][NH2:51])[CH2:52][CH2:53][NH2:54].[cH:39]1[cH:40][cH:41][n:42][cH:43][cH:44]1>>[CH3:1][O:2][C:3]([CH:4]([CH2:5][c:6]1[cH:7][c:8]([Cl:13])[c:9]([Cl:12])[cH:10][cH:11]1)[NH:14][C:15]([c:16]1[c:17]([NH:23][S:27](=[O:28])(=[O:29])[c:30]2[cH:31][cH:32][cH:33][c:34]3[n:35][s:36][n:37][c:38]23)[cH:18][c:19]([I:22])[cH:20][cH:21]1)=[O:24])=[O:25]. Reactants: C=1C=CC2=C(C1)N=NN2O (HOBT), FC1CCN(CC1)CC=1C=C2CCCC(C2=CC1)N (6-((4-fluoropiperidin-1-yl)methyl)-1,2,3,4-tetrahydronaphthalen-1-amine), CCN(C(C)C)C(C)C (DIPEA), S(=O)(=O)(C1=CC=C(C)C=C1)N1C(C=2N(CC1)C=CC2)CC(=O)O (2-(2-tosyl-1,2,3,4-tetrahydropyrrolo[1,2-a]pyrazin-1-yl)acetic acid), CCN=C=NCCCN(C)C.Cl (EDCl). Run in C(Cl)Cl (DCM), C(Cl)Cl (DCM), C(Cl)Cl (DCM). Reaction conditions: time 30 minute. The product is FC1CCN(CC1)CC=1C=C2CCC[C@H](C2=CC1)NC(CC1C=2N(CCN1S(=O)(=O)C1=CC=C(C=C1)C)C=CC2)=O (N-[(1R)-6-[(4-Fluoro-piperidin-1-yl)-methyl]-1,2,3,4-tetrahydro-naphthalen-1-yl]-2-[2-(p-tolylsulfonyl)-1,2,3,4-tetrahydro-pyrrolo[1,2-a]pyrazin-1-yl]-acetamide). The yield is 38.0%. Reaction SMILES: CCN(C(C)C)C(C)C.[S:10]([N:20]1[CH2:25][CH2:24][N:23]2[CH:26]=[CH:27][CH:28]=[C:22]2[CH:21]1[CH2:29][C:30]([OH:32])=O)([C:13]1[CH:19]=[CH:18][C:16]([CH3:17])=[CH:15][CH:14]=1)(=[O:12])=[O:11].CCN=C=NCCCN(C)C.Cl.C1C=CC2N(O)N=NC=2C=1.[F:55][CH:56]1[CH2:61][CH2:60][N:59]([CH2:62][C:63]2[CH:64]=[C:65]3[C:70](=[CH:71][CH:72]=2)[CH:69]([NH2:73])[CH2:68][CH2:67][CH2:66]3)[CH2:58][CH2:57]1>C(Cl)Cl>[F:55][CH:56]1[CH2:61][CH2:60][N:59]([CH2:62][C:63]2[CH:64]=[C:65]3[C:70](=[CH:71][CH:72]=2)[C@H:69]([NH:73][C:30](=[O:32])[CH2:29][CH:21]2[N:20]([S:10]([C:13]4[CH:19]=[CH:18][C:16]([CH3:17])=[CH:15][CH:14]=4)(=[O:11])=[O:12])[CH2:25][CH2:24][N:23]4[CH:26]=[CH:27][CH:28]=[C:22]24)[CH2:68][CH2:67][CH2:66]3)[CH2:58][CH2:57]1 |f:2.3|. Reported procedure: DIPEA (630 μl, 3.592 mmol, 4.0 eq.) was added to a stirred solution of 2-(2-tosyl-1,2,3,4-tetrahydropyrrolo[1,2-a]pyrazin-1-yl)acetic acid (S11) (300 mg, 0.898 mmol, 1.0 eq.) in DCM (15 ml), followed by EDCl (260 mg, 1.347 mmol, 1.5 eq.) and HOBT (183 mg, 1.347 mmol, 1.5 eq.) which were added at 0° C. The reaction mixture was allowed to stir for 30 min. A solution of R)-6-((4-fluoropiperidin-1-yl)methyl)-1,2,3,4-tetrahydronaphthalen-1-amine (A52) (0.898 mmol, 1.0 eq.) in DCM (5 ml) was added to ...